From a dataset of the Open Reaction Database (ORD), a public repository of structured organic reaction records. describe an organic reaction: reactants, conditions, products, and yield Starting materials: [N-]=C=O (isocyanate), C(C)C1(CCCC=2C3=CC=CC=C3N(C12)CC)CCN=C=O (isocyanic acid 2-(1,9-diethyl-1,2,3,4-tetrahydrocarbazol-1-yl)ethyl ester), [OH-].[Na+] (NaOH). The solvent is Cl (HCl). Conditions: temperature 100 celsius. The product is C(C)C1(CCCC=2C3=CC=CC=C3N(C12)CC)CCN (1,9-Diethyl-1,2,3,4-tetrahydrocarbazole-1-ethanamine). As a reaction SMILES: [N-]=C=O.[CH2:4]([C:6]1([CH2:21][CH2:22][N:23]=C=O)[C:18]2[N:17]([CH2:19][CH3:20])[C:16]3[C:11](=[CH:12][CH:13]=[CH:14][CH:15]=3)[C:10]=2[CH2:9][CH2:8][CH2:7]1)[CH3:5].[OH-].[Na+]>Cl>[CH2:4]([C:6]1([CH2:21][CH2:22][NH2:23])[C:18]2[N:17]([CH2:19][CH3:20])[C:16]3[C:11](=[CH:12][CH:13]=[CH:14][CH:15]=3)[C:10]=2[CH2:9][CH2:8][CH2:7]1)[CH3:5] |f:2.3|. Procedure: A suspension of the isocyanate, isocyanic acid 2-(1,9-diethyl-1,2,3,4-tetrahydrocarbazol-1-yl)ethyl ester (296 mg) described in Example 222, in 20% aqueous HCl (10 ml) is stirred and heated at 100° C. for 16 hr under nitrogen. The cooled solution is rendered alkaline witn 40% NaOH, saturated with NaCl and extracted with chloroform. The extract is dried (MgSO4) and concentrated to give the title compound, nmr (CDCl3) δ 0.7 (t, J = 7, 3H), 1.27 (t, J = 7, 3H), 4.0 (q, J = 7, 2H), 5.45 (b, 2H), 6.8... Starting materials: C(CCC)C(C(=O)N)C1=C(C=CC=C1)Cl (butyl-(2-chlorophenyl)-acetamide), [OH-].[Na+] (NaOH), Cl (hydrochloric acid), C(CCC)N (butylamine). Reagents/catalysts: [Ni] (nickel). The solvent is O (water). Yields the product ClC1=C(C=CC=C1)CC(=O)O (o-chlorophenylacetic acid). Isolated yield 95.0%. RXN SMILES: C([CH:5]([C:9]1[CH:14]=[CH:13][CH:12]=[CH:11][C:10]=1[Cl:15])[C:6](N)=[O:7])CCC.[OH-:16].[Na+].C(N)CCC.Cl>[Ni].O>[Cl:15][C:10]1[CH:11]=[CH:12][CH:13]=[CH:14][C:9]=1[CH2:5][C:6]([OH:7])=[O:16] |f:1.2|. Procedure details: 225.5 g (1 mol) of N-t.-butyl-(2-chlorophenyl)-acetamide (melting point: 128°-130° C.) and 281 g of 15% strength NaOH (1.05 mols) are heated at 260° C., while stirring, for 3 hours in a 0.7 l nickel autoclave. The autoclave is cooled and the reaction mixture is run into a distillation apparatus. Distillation through a 30 cm column up to a head temperature of 100° C. gives 71.5 g of t.-butylamine of 97% purity, corresponding to a yield of 95% of the theoretical yield. 200 ml of water and 100 ml o... Starting materials: OC1=CC(=NC=2N1N=C(C2C2=C(C=C(C=C2C)Cl)C)C)C (7-hydroxy-2,5-dimethyl-3-(4-chloro-2,6-dimethylphenyl)-pyrazolo[1,5-a] pyrimidine), O=P(Cl)(Cl)Cl (POCl3), C(=O)(O)[O-].[Na+] (NaHCO3). Run in C(Cl)Cl (CH2Cl2). Conditions: time 2 hour. The product is ClC1=CC(=NC=2N1N=C(C2C2=C(C=C(C=C2C)Cl)C)C)C (7-Chloro-2,5-dimethyl-3-(4-chloro-2,6-dimethylphenyl)-pyrazolo[1,5-a]pyrimidine). Reaction SMILES: O[C:2]1[N:7]2[N:8]=[C:9]([CH3:20])[C:10]([C:11]3[C:16]([CH3:17])=[CH:15][C:14]([Cl:18])=[CH:13][C:12]=3[CH3:19])=[C:6]2[N:5]=[C:4]([CH3:21])[CH:3]=1.C([O-])(O)=O.[Na+].O=P(Cl)(Cl)[Cl:29]>C(Cl)Cl>[Cl:29][C:2]1[N:7]2[N:8]=[C:9]([CH3:20])[C:10]([C:11]3[C:16]([CH3:17])=[CH:15][C:14]([Cl:18])=[CH:13][C:12]=3[CH3:19])=[C:6]2[N:5]=[C:4]([CH3:21])[CH:3]=1 |f:1.2|. Reported procedure: Slurry 7-hydroxy-2,5-dimethyl-3-(4-chloro-2,6-dimethylphenyl)-pyrazolo[1,5-a] pyrimidine in 10 mL POCl3 and reflux at 130° C. under N2. After 2 hours, monitoring by TLC (alcohol Rf=0.5, chloride Rf=1.0; EtOAc as eluent), quench the reaction carefully at ambient temperature by diluting with 50 mL CH2Cl2 and pouring slowly into non-stirring saturated NaHCO3. Adjust stirring speed to control rate of quenching of residual POCl3 and stir until gas evolution ceases. Separate the layers and extract the... Reactants: ClC1=NC=NC2=CC=CC=C12 (4-chloro-quinazoline), FC(C(=O)O)(F)F (trifluoroacetic acid), C(C)(C)(C)C1=CC=C(CN)C=C1 (4-tert-butyl-benzylamine), C(C)(C)N(C(C)C)CC (N,N-diisopropylethylamine). Run in CN1C(CCC1)=O (1-methyl-2-pyrrolidone). Conditions: temperature 160 celsius, time 5 hour. The product is C(C)(C)(C)C1=CC=C(CNC2=NC=NC3=CC=CC=C23)C=C1 ((4-tert-Butyl-benzyl)-quinazolin-4-yl-amine). Yield: 72.0%. Reaction SMILES: Cl[C:2]1[C:11]2[C:6](=[CH:7][CH:8]=[CH:9][CH:10]=2)[N:5]=[CH:4][N:3]=1.[C:12]([C:16]1[CH:23]=[CH:22][C:19]([CH2:20][NH2:21])=[CH:18][CH:17]=1)([CH3:15])([CH3:14])[CH3:13].C(N(CC)C(C)C)(C)C.FC(F)(F)C(O)=O>CN1CCCC1=O>[C:12]([C:16]1[CH:17]=[CH:18][C:19]([CH2:20][NH:21][C:2]2[C:11]3[C:6](=[CH:7][CH:8]=[CH:9][CH:10]=3)[N:5]=[CH:4][N:3]=2)=[CH:22][CH:23]=1)([CH3:15])([CH3:13])[CH3:14]. Procedure: To a solution of 4-chloro-quinazoline described in Preparation Example X-1 (8 mg, 0.049 mmol) in 1-methyl-2-pyrrolidone (0.5 mL) were added 4-tert-butyl-benzylamine (10 μl, 0.059 mmol) and N,N-diisopropylethylamine (17 μl, 0.098 mmol), and the solution was stirred for 5 hours at 160° C. The reaction mixture was directly purified by reverse phase high performance liquid chromatography (acetonitrile-water mobile phase (containing 0.1% trifluoroacetic acid) was used), and the title compound (16.5 m... The reactants are Cc1cccc(C(=O)O)c1N, Cl, [Na+], O=C(Cl)COc1ccccc1, [OH-]. The product is Cc1cccc(C(=O)O)c1NC(=O)COc1ccccc1. Reaction SMILES: [CH3:1][c:2]1[c:3]([NH2:11])[c:4]([C:5](=[O:6])[OH:7])[cH:8][cH:9][cH:10]1.[ClH:23].[Na+:25].[O:12]([c:13]1[cH:14][cH:15][cH:16][cH:17][cH:18]1)[CH2:19][C:20](=[O:21])[Cl:22].[OH-:24]>>[CH3:1][c:2]1[c:3]([NH:11][C:20]([CH2:19][O:12][c:13]2[cH:14][cH:15][cH:16][cH:17][cH:18]2)=[O:21])[c:4]([C:5](=[O:6])[OH:7])[cH:8][cH:9][cH:10]1. The reactants are FC(C(C(=O)O)=C)(F)F (α-trifluoromethylacrylic acid), C1(=CC=CC=C1)NC(=O)N (phenylurea). Solvent: CN(C)C=O (DMF). Reaction conditions: temperature 90 celsius, time 8 hour. The product is OC(=O)C(CNC(=O)NC1=CC=CC=C1)C(F)(F)F (1-(2-hydroxycarbonyl-3,3,3-trifluoropropyl)-3-phenylurea). Yield: 78.9%. As a reaction SMILES: [F:1][C:2]([F:9])([F:8])[C:3](=[CH2:7])[C:4]([OH:6])=[O:5].[C:10]1([NH:16][C:17]([NH2:19])=[O:18])[CH:15]=[CH:14][CH:13]=[CH:12][CH:11]=1>CN(C=O)C>[OH:5][C:4]([CH:3]([C:2]([F:9])([F:8])[F:1])[CH2:7][NH:19][C:17]([NH:16][C:10]1[CH:15]=[CH:14][CH:13]=[CH:12][CH:11]=1)=[O:18])=[O:6]. Reported procedure: A mixture of α-trifluoromethylacrylic acid (700 mg; 5.0 mmoles) and phenylurea (776 mg; 5.7 mmoles) in DMF (5 ml) was heated at 90° C. with stirring for 8 hours. DMF was evaporated under reduced pressure, and the residue was purified by a column chromatography on silica gel (ethyl acetate) to give 1.09 g (yield: 79%) of 1-(2-hydroxycarbonyl-3,3,3-trifluoropropyl)-3-phenylurea. m.p.: 180.5°-181° C. The reactants are [NH4+].[Cl-] (NH4Cl), C([O-])([O-])=O.[Cs+].[Cs+] (Cesium carbonate), ClC1=CC(=C(CBr)C=C1)F (4-chloro-2-fluorobenzyl bromide), CC1=C(C(=C2C(=N1)NC=C2)C2=CC=C(C=C2)C)C(=O)OC (methyl 6-methyl-4-(p-tolyl)-1H-pyrrolo[2,3-b]pyridine-5-carboxylate). The solvent is CN(C=O)C (N,N-dimethylformamide), CCOC(=O)C (EtOAc). Conditions: temperature 65 celsius, time 8 hour. Product: ClC1=CC(=C(CN2C=CC=3C2=NC(=C(C3C3=CC=C(C=C3)C)C(=O)OC)C)C=C1)F (methyl 1-(4-chloro-2-fluorobenzyl)-6-methyl-4-(p-tolyl)-1H-pyrrolo[2,3-b]pyridine-5-carboxylate). Isolated yield 55.2%. As a reaction SMILES: [CH3:1][C:2]1[N:7]=[C:6]2[NH:8][CH:9]=[CH:10][C:5]2=[C:4]([C:11]2[CH:16]=[CH:15][C:14]([CH3:17])=[CH:13][CH:12]=2)[C:3]=1[C:18]([O:20][CH3:21])=[O:19].C(=O)([O-])[O-].[Cs+].[Cs+].[Cl:28][C:29]1[CH:36]=[CH:35][C:32]([CH2:33]Br)=[C:31]([F:37])[CH:30]=1.[NH4+].[Cl-]>CN(C)C=O.CCOC(C)=O>[Cl:28][C:29]1[CH:36]=[CH:35][C:32]([CH2:33][N:8]2[C:6]3=[N:7][C:2]([CH3:1])=[C:3]([C:18]([O:20][CH3:21])=[O:19])[C:4]([C:11]4[CH:12]=[CH:13][C:14]([CH3:17])=[CH:15][CH:16]=4)=[C:5]3[CH:10]=[CH:9]2)=[C:31]([F:37])[CH:30]=1 |f:1.2.3,5.6|. Procedure: Methyl 6-methyl-4-(p-tolyl)-1H-pyrrolo[2,3-b]pyridine-5-carboxylate (300 mg, 1.070 mmol) (example 1 step F) was dissolved in N,N-dimethylformamide (DMF) (10.700 ml). Cesium carbonate (418 mg, 1.284 mmol) and 4-chloro-2-fluorobenzyl bromide (263 mg, 1.177 mmol) were added to the solution. The reaction was set to stir at 65° C. overnight. The reaction was worked up by adding a saturated aqueous solution of NH4Cl followed by EtOAc. The layers were separated and the organic fraction was washed with ...